describe an organic reaction: reactants, conditions, products, and yield From a dataset of the Open Reaction Database (ORD), a public repository of structured organic reaction records. Starting materials: Cc1ccccc1[N+](=O)[O-], CC(C)(C)C=O, Cl, [K+], CN(C)C=O, [OH-]. The product is CC(C)(C)C(O)Cc1ccccc1[N+](=O)[O-]. As a reaction SMILES: [CH3:1][c:2]1[cH:3][cH:4][cH:5][cH:6][c:7]1[N+:8]([O-:9])=[O:10].[CH:13]([C:14]([CH3:15])([CH3:16])[CH3:17])=[O:18].[ClH:19].[K+:12].[O:20]=[CH:21][N:22]([CH3:23])[CH3:24].[OH-:11]>>[CH2:1]([c:2]1[cH:3][cH:4][cH:5][cH:6][c:7]1[N+:8]([O-:9])=[O:10])[CH:13]([C:14]([CH3:15])([CH3:16])[CH3:17])[OH:18]. The reactants are Nc1ccc(Br)cc1[N+](=O)[O-], CCOC(C)=O, COC(=O)c1ccc(Cl)cc1I, Clc1ccccc1, [Cu], [K+], [K+], O=C([O-])[O-]. Yields the product COC(=O)c1ccc(Cl)cc1Nc1ccc(Br)cc1[N+](=O)[O-]. Reaction SMILES: [Br:13][c:14]1[cH:15][c:16]([N+:21](=[O:22])[O-:23])[c:17]([NH2:18])[cH:19][cH:20]1.[CH3:37][CH2:38][O:39][C:40](=[O:41])[CH3:42].[Cl:1][c:2]1[cH:3][c:4]([I:12])[c:5]([C:6](=[O:7])[O:8][CH3:9])[cH:10][cH:11]1.[Cl:30][c:31]1[cH:32][cH:33][cH:34][cH:35][cH:36]1.[Cu:43].[K+:24].[K+:25].[O-:26][C:27]([O-:28])=[O:29]>>[Cl:1][c:2]1[cH:3][c:4]([NH:18][c:17]2[c:16]([N+:21](=[O:22])[O-:23])[cH:15][c:14]([Br:13])[cH:20][cH:19]2)[c:5]([C:6](=[O:7])[O:8][CH3:9])[cH:10][cH:11]1.